The task is: describe an organic reaction: reactants, conditions, products, and yield. This data is from the Open Reaction Database (ORD), a public repository of structured organic reaction records. Starting materials: OCC=1C=C(C=CC1)CC(C(=O)OCC)OC(C)C (ethyl 3-[3-(hydroxymethyl)phenyl]-2-isopropoxypropanoate), COC1=CC=C(C=C1)N=C=O (4-methoxyphenylisocyanate). Yields the product C(C)(C)OC(C(=O)O)CC1=CC(=CC=C1)COC(=O)NC1=CC=C(C=C1)OC (2-Isopropoxy-3-[3-({[(4-methoxyanilino)carbonyl]oxy}-methyl)phenyl]propanoic acid). RXN SMILES: [OH:1][CH2:2][C:3]1[CH:4]=[C:5]([CH2:9][CH:10]([O:16][CH:17]([CH3:19])[CH3:18])[C:11]([O:13]CC)=[O:12])[CH:6]=[CH:7][CH:8]=1.[CH3:20][O:21][C:22]1[CH:27]=[CH:26][C:25]([N:28]=[C:29]=[O:30])=[CH:24][CH:23]=1>>[CH:17]([O:16][CH:10]([CH2:9][C:5]1[CH:6]=[CH:7][CH:8]=[C:3]([CH2:2][O:1][C:29]([NH:28][C:25]2[CH:26]=[CH:27][C:22]([O:21][CH3:20])=[CH:23][CH:24]=2)=[O:30])[CH:4]=1)[C:11]([OH:13])=[O:12])([CH3:18])[CH3:19]. Procedure details: Using ethyl 3-[3-(hydroxymethyl)phenyl]-2-isopropoxypropanoate and 4-methoxyphenylisocyanate, the title compound was obtained in the same manner as described in Example 148. The reactants are COC(=O)c1ccc2scnc2c1C, [K+], [OH-], O=P(O)(O)O. Product: Cc1c(C(=O)O)ccc2scnc12. RXN SMILES: [CH3:1][c:2]1[c:3]([C:11](=[O:12])[O:13][CH3:14])[cH:4][cH:5][c:6]2[c:7]1[n:8][cH:9][s:10]2.[K+:21].[OH-:20].[P:15](=[O:16])([OH:17])([OH:18])[OH:19]>>[CH3:1][c:2]1[c:3]([C:11](=[O:12])[OH:13])[cH:4][cH:5][c:6]2[c:7]1[n:8][cH:9][s:10]2. The reactants are OC1=C(C=NC=C1)S(=O)(=O)O (4-hydroxy-pyridine-3-sulphonic acid), ClCl (chlorine), Cl (HCl), P(=O)(Cl)(Cl)Cl (phosphorus oxychloride), P(Cl)(Cl)Cl (phosphorus trichloride), P(=O)(Cl)(Cl)Cl (phosphorus oxychloride). Run at temperature 80 celsius, time 3 hour. The product is ClC1=C(C=NC=C1)S(=O)(=O)Cl (4-chloropyridine-3-sulphonic acid chloride). As a reaction SMILES: O[C:2]1[CH:7]=[CH:6][N:5]=[CH:4][C:3]=1[S:8]([OH:11])(=O)=[O:9].P(Cl)(Cl)([Cl:14])=O.P(Cl)(Cl)Cl.ClCl.[ClH:23]>>[Cl:23][C:2]1[CH:7]=[CH:6][N:5]=[CH:4][C:3]=1[S:8]([Cl:14])(=[O:11])=[O:9]. Procedure: There are taken 1137.5 g (6.49 mol) 4-hydroxy-pyridine-3-sulphonic acid, 3481 g (2085 ml/22.7 mol) phosphorus oxychloride and 2115 g (1345 ml/15.4 mol) phosphorus trichloride and heated to reflux with stirring, whereby the sump temperature increases to about 80° C. In about 3 hours, 1092 g (15.4 mol) chlorine gas are passed into the reaction mixture which is immediately taken up by the mixture. With HCl evolution, the sump temperature increases to about 100° C. After 24 hours under reflux, where... Starting materials: FC(C1=CC=C(OCCN)C=C1)(F)F (2-(4-trifluoromethylphenoxy)ethylamine), C(=O)OCC (ethyl formate). Yields the product FC(C1=CC=C(OCCNC=O)C=C1)(F)F (N-[2-(4-trifluoromethylphenoxy)ethyl]formamide). The yield is 97.0%. As a reaction SMILES: [F:1][C:2]([F:14])([F:13])[C:3]1[CH:12]=[CH:11][C:6]([O:7][CH2:8][CH2:9][NH2:10])=[CH:5][CH:4]=1.[CH:15](OCC)=[O:16]>>[F:1][C:2]([F:13])([F:14])[C:3]1[CH:12]=[CH:11][C:6]([O:7][CH2:8][CH2:9][NH:10][CH:15]=[O:16])=[CH:5][CH:4]=1. Procedure details: A mixture of 2-(4-trifluoromethylphenoxy)ethylamine (1.38 g, 6.72 mmol) prepared in Reference Example 159 and ethyl formate (10 ml) was heated under reflux for 5 hours. The reaction mixture was concentrated under reduced pressure, and the residue was purified by silica gel column chromatography (methylene chloride/methanol=100/1) to afford N-[2-(4-trifluoromethylphenoxy)ethyl]formamide (1.51 g, yield 97%) as a white powder. Starting materials: CC(C)C1=CC(=C(C(=C1)C(C)C)C2=C(C=CC=C2)P(C3CCCCC3)C4CCCCC4)C(C)C (X-Phos), BrC=1C(=CC2=C(C(=C(O2)C2=CC=C(C=C2)F)C(=O)NC)C1)N1C(OCC1)=O (5-bromo-2-(4-fluorophenyl)-N-methyl-6-(2-oxooxazolidin-3-yl)benzofuran-3-carboxamide), FC=1C=2C=C3N(C2C=CC1)COC1=C3N=C(C=C1)[Sn](C)(C)C (11-fluoro-2-(trimethylstannyl)-6H-pyrido[2′,3′:5,6][1,3]oxazino[3,4-a]indole). Reagents/catalysts: C=1C=CC(=CC1)/C=C/C(=O)/C=C/C2=CC=CC=C2.C=1C=CC(=CC1)/C=C/C(=O)/C=C/C2=CC=CC=C2.C=1C=CC(=CC1)/C=C/C(=O)/C=C/C2=CC=CC=C2.[Pd].[Pd] (Pd2(dba)3). The solvent is O1CCOCC1.O (dioxane H2O). Conditions: temperature 100 celsius. Product: FC=1C=2C=C3N(C2C=CC1)COC1=C3N=C(C=C1)C=1C(=CC3=C(C(=C(O3)C3=CC=C(C=C3)F)C(=O)NC)C1)N1C(OCC1)=O (5-(11-fluoro-6H-pyrido[2′,3′:5,6][1,3]oxazino[3,4-a]indol-2-yl)-2-(4-fluorophenyl)-N-methyl-6-(2-oxooxazolidin-3-yl)benzofuran-3-carboxamide). The yield is 23.5%. Reaction SMILES: CC(C1C=C(C(C)C)C(C2C=CC=CC=2P(C2CCCCC2)C2CCCCC2)=C(C(C)C)C=1)C.Br[C:36]1[C:37]([N:56]2[CH2:60][CH2:59][O:58][C:57]2=[O:61])=[CH:38][C:39]2[O:43][C:42]([C:44]3[CH:49]=[CH:48][C:47]([F:50])=[CH:46][CH:45]=3)=[C:41]([C:51]([NH:53][CH3:54])=[O:52])[C:40]=2[CH:55]=1.[F:62][C:63]1[C:64]2[CH:65]=[C:66]3[C:75]4[N:76]=[C:77]([Sn](C)(C)C)[CH:78]=[CH:79][C:74]=4[O:73][CH2:72][N:67]3[C:68]=2[CH:69]=[CH:70][CH:71]=1>O1CCOCC1.O.C1C=CC(/C=C/C(/C=C/C2C=CC=CC=2)=O)=CC=1.C1C=CC(/C=C/C(/C=C/C2C=CC=CC=2)=O)=CC=1.C1C=CC(/C=C/C(/C=C/C2C=CC=CC=2)=O)=CC=1.[Pd].[Pd]>[F:62][C:63]1[C:64]2[CH:65]=[C:66]3[C:75]4[N:76]=[C:77]([C:36]5[C:37]([N:56]6[CH2:60][CH2:59][O:58][C:57]6=[O:61])=[CH:38][C:39]6[O:43][C:42]([C:44]7[CH:49]=[CH:48][C:47]([F:50])=[CH:46][CH:45]=7)=[C:41]([C:51]([NH:53][CH3:54])=[O:52])[C:40]=6[CH:55]=5)[CH:78]=[CH:79][C:74]=4[O:73][CH2:72][N:67]3[C:68]=2[CH:69]=[CH:70][CH:71]=1 |f:3.4,5.6.7.8.9|. Procedure details: Pd2(dba)3 (10 mg, 0.01 mmol) and X-Phos (11 mg, 0.02 mmol) was added to the mixture of 5-bromo-2-(4-fluorophenyl)-N-methyl-6-(2-oxooxazolidin-3-yl)benzofuran-3-carboxamide (100 mg, 0.23 mmol), 11-fluoro-2-(trimethylstannyl)-6H-pyrido[2′,3′:5,6][1,3]oxazino[3,4-a]indole (140 mg, 0.35 mmol) in dioxane/H2O (4 mL/0.2 mL) under N2. Then the reaction mixture was heated to 100° C. for 1 hour and filtered. The resulting residue was extracted with EtOAc. The combined organic phase was dried over Na2SO4 a... Product: CC(C)(C)ON=CCCl. RXN SMILES: [CH2:11]=[C:12]([CH3:13])[CH3:14].[CH3:20][CH2:21][O:22][CH2:23][CH3:24].[Cl:1][CH2:2][CH:3]=[N:4][OH:5].[Na+:15].[OH:16][C:17](=[O:18])[O-:19].[S:6](=[O:7])(=[O:8])([OH:9])[OH:10]>>[Cl:1][CH2:2][CH:3]=[N:4][O:5][C:12]([CH3:11])([CH3:13])[CH3:14]. The reactants are C=C(C)C, CCOCC, ON=CCCl, [Na+], O=C([O-])O, O=S(=O)(O)O.